From a dataset of the Open Reaction Database (ORD), a public repository of structured organic reaction records. describe an organic reaction: reactants, conditions, products, and yield The reactants are FC1=C(C(=C(C(=C1OC(C1=C(C=CC=C1)NCC1=CC=NC=C1)=O)F)F)F)F (2-[(Pyridin-4-ylmethyl)-amino]-benzoic acid pentafluorophenyl ester), ClC1=CC=C(S1)CON (O-(5-chloro-thiophen-2-ylmethyl)-hydroxylamine). Product: ClC1=CC=C(S1)CONC(C1=C(C=CC=C1)NCC1=CC=NC=C1)=O (N-(5-Chloro-thiophen-2-ylmethoxy)-2-[(pyridin-4-ylmethyl)-amino]-benzamide). RXN SMILES: FC1C(O[C:9](=[O:24])[C:10]2[CH:15]=[CH:14][CH:13]=[CH:12][C:11]=2[NH:16][CH2:17][C:18]2[CH:23]=[CH:22][N:21]=[CH:20][CH:19]=2)=C(F)C(F)=C(F)C=1F.[Cl:29][C:30]1[S:34][C:33]([CH2:35][O:36][NH2:37])=[CH:32][CH:31]=1>>[Cl:29][C:30]1[S:34][C:33]([CH2:35][O:36][NH:37][C:9](=[O:24])[C:10]2[CH:15]=[CH:14][CH:13]=[CH:12][C:11]=2[NH:16][CH2:17][C:18]2[CH:19]=[CH:20][N:21]=[CH:22][CH:23]=2)=[CH:32][CH:31]=1. Procedure: Prepared by the same method as described for example 415. Starting materials: 2-[(Pyridin-4-ylmethyl)-amino]-benzoic acid pentafluorophenyl ester (preparation 7C) and O-(5-chloro-thiophen-2-ylmethyl)-hydroxylamine (see preparation 64). The reactants are COc3ccc2cc(c1ccccn1)ccc2c3 (substrate), Cn2cnc1ccccc12 (effective_coupling_partner). Reagents/catalysts: IPr. Conditions: temperature 90 celsius, time 16 hour. Yields the product Cn5c(c3ccc2cc(c1ccccn1)ccc2c3)nc4ccccc45. Reactants: CN(C1=C2C=CC=C(C2=CC=C1)S(=O)(=O)Cl)C (5-dimethylamino-1-naphthalenesulphonyl chloride), NC=1C=CC(=NC1)Cl (5-amino-2-chloropyridine), N1=CC=CC=C1 (pyridine). Reagents/catalysts: CN(C1=CC=NC=C1)C (4-dimethylaminopyridine). Run in ClCCl (dichloromethane). Run at time 3 day. Product: CN(C1=C2C=CC=C(C2=CC=C1)S(=O)(=O)NC=1C=CC(=NC1)Cl)C (5-(dimethylamino)-N-(2-chloro-5-pyridyl)-1-naphthalenesulphonamide). Isolated yield 42.7%. Reaction SMILES: [CH3:1][N:2]([CH3:17])[C:3]1[CH:12]=[CH:11][CH:10]=[C:9]2[C:4]=1[CH:5]=[CH:6][CH:7]=[C:8]2[S:13](Cl)(=[O:15])=[O:14].[NH2:18][C:19]1[CH:20]=[CH:21][C:22]([Cl:25])=[N:23][CH:24]=1.N1C=CC=CC=1>CN(C)C1C=CN=CC=1.ClCCl>[CH3:1][N:2]([CH3:17])[C:3]1[CH:12]=[CH:11][CH:10]=[C:9]2[C:4]=1[CH:5]=[CH:6][CH:7]=[C:8]2[S:13]([NH:18][C:19]1[CH:20]=[CH:21][C:22]([Cl:25])=[N:23][CH:24]=1)(=[O:15])=[O:14]. Reported procedure: A solution of 5-dimethylamino-1-naphthalenesulphonyl chloride (1.35 g), 5-amino-2-chloropyridine (0.64 g), pyridine (0.4 g) and 4-dimethylaminopyridine (0.02 g) in dichloromethane (20 ml) was allowed to stand for three days. The solution was divided into two equal portions and each portion was applied to a separate silica gel Mega Bond Elut column. The columns were eluted with dichloromethane and the product-containing fractions were concentrated by evaporation. The residue was triturated with e... Product: FC(C=1C=C(C(=O)N2[C@@H](CN(CC2)CC#CC=2C=NC=CC2)CC2=CNC3=CC=CC=C23)C=C(C1)C(F)(F)F)(F)F ((2R)-1-[3,5-bis(trifluoromethyl)benzoyl]-2-[(1H-indol-3-yl)methyl]-4-[3-(3-pyridyl)-2-propynyl]piperazine). The yield is 29.8%. As a reaction SMILES: [F:1][C:2]([F:32])([F:31])[C:3]1[CH:4]=[C:5]([CH:24]=[C:25]([C:27]([F:30])([F:29])[F:28])[CH:26]=1)[C:6]([N:8]1[CH2:13][CH2:12][NH:11][CH2:10][C@H:9]1[CH2:14][C:15]1[C:23]2[C:18](=[CH:19][CH:20]=[CH:21][CH:22]=2)[NH:17][CH:16]=1)=[O:7].Cl.Cl[CH2:35][C:36]#[C:37][C:38]1[CH:39]=[N:40][CH:41]=[CH:42][CH:43]=1.C(=O)([O-])[O-].[K+].[K+].O>CN(C)C=O>[F:30][C:27]([F:28])([F:29])[C:25]1[CH:24]=[C:5]([CH:4]=[C:3]([C:2]([F:1])([F:31])[F:32])[CH:26]=1)[C:6]([N:8]1[CH2:13][CH2:12][N:11]([CH2:35][C:36]#[C:37][C:38]2[CH:39]=[N:40][CH:41]=[CH:42][CH:43]=2)[CH2:10][C@H:9]1[CH2:14][C:15]1[C:23]2[C:18](=[CH:19][CH:20]=[CH:21][CH:22]=2)[NH:17][CH:16]=1)=[O:7] |f:1.2,3.4.5|. Reactants: O (water), FC(C=1C=C(C(=O)N2[C@@H](CNCC2)CC2=CNC3=CC=CC=C23)C=C(C1)C(F)(F)F)(F)F ((2R)-1-[3,5-bis(trifluoromethyl)benzoyl]-2-[(1H-indol-3-yl)methyl]piperazine), Cl.ClCC#CC=1C=NC=CC1 (1-chloro-3-(3-pyridyl)-2-propyne hydrochloride), C([O-])([O-])=O.[K+].[K+] (potassium carbonate). Procedure details: A mixture of (2R)-1-[3,5-bis(trifluoromethyl)benzoyl]-2-[(1H-indol-3-yl)methyl]piperazine (0.67 g), 1-chloro-3-(3-pyridyl)-2-propyne hydrochloride (0.3 g) and potassium carbonate (0.52 g) in N,N-dimethylformamide (5 ml) was stirred for 5 hours at 50° C. The mixture was poured into water and extracted with ethyl acetate. The extract was washed with brine, dried over magnesium sulfate and evaporated under reduced pressure. The residue was purified by column chromatography on silica gel using ethyl... Solvent: CN(C=O)C (N,N-dimethylformamide). Run at temperature 50 celsius, time 5 hour.